This data is from the Open Reaction Database (ORD), a public repository of structured organic reaction records. The task is: describe an organic reaction: reactants, conditions, products, and yield Isolated yield 71.2%. Run in C(Cl)Cl (methylene chloride). Product: C1(=CC=CC=C1)C(N1CCN(CC1)CCCC1=CC(=NO1)C=1SC=CC1)C1=CC=CC=C1 (2-(5-{3-[4-(Diphenylmethyl)piperazinyl]propyl}isoxazol-3-yl)thiophene). RXN SMILES: [S:1]1[CH:5]=[CH:4][CH:3]=[C:2]1[C:6]1[CH:10]=[C:9]([CH2:11][CH2:12][CH:13]=O)[O:8][N:7]=1.[C:15]1([CH:21]([C:28]2[CH:33]=[CH:32][CH:31]=[CH:30][CH:29]=2)[N:22]2[CH2:27][CH2:26][NH:25][CH2:24][CH2:23]2)[CH:20]=[CH:19][CH:18]=[CH:17][CH:16]=1.[BH-](OC(C)=O)(OC(C)=O)OC(C)=O.[Na+]>C(Cl)Cl>[C:28]1([CH:21]([C:15]2[CH:20]=[CH:19][CH:18]=[CH:17][CH:16]=2)[N:22]2[CH2:23][CH2:24][N:25]([CH2:13][CH2:12][CH2:11][C:9]3[O:8][N:7]=[C:6]([C:2]4[S:1][CH:5]=[CH:4][CH:3]=4)[CH:10]=3)[CH2:26][CH2:27]2)[CH:29]=[CH:30][CH:31]=[CH:32][CH:33]=1 |f:2.3|. Reactants: S1C(=CC=C1)C1=NOC(=C1)CCC=O (3-(3-(2-thienyl)isoxazol-5-yl)propanal), C1(=CC=CC=C1)C(N1CCNCC1)C1=CC=CC=C1 (1-(diphenylmethyl)piperazine), [BH-](OC(=O)C)(OC(=O)C)OC(=O)C.[Na+] (NaBH(OAc)3). Procedure: About 2 min after dissolving 3-(3-(2-thienyl)isoxazol-5-yl)propanal (10 mg, 0.05 mmol) and 1-(diphenylmethyl)piperazine (12 mg, 0.05 mmol) in 2 mL of dry methylene chloride, were added NaBH(OAc)3 (31 mg, 0.14 mmol) and molecular sieves (5 beads). The reaction mixture was reacted for 4.2 hr and followed the same processes as in Example 1 to obtain 15.8 mg (74.2%) of the target compound.